This data is from the Open Reaction Database (ORD), a public repository of structured organic reaction records. The task is: describe an organic reaction: reactants, conditions, products, and yield Reactants: CCCCCNCCCCC, COc1cc(C=CC(=O)NC2CCC(C)CC2)ccc1OCCCl, CC(=O)CC(C)C. Product: CCCCCN(CCCCC)CCOc1ccc(C=CC(=O)NC2CCC(C)CC2)cc1OC. RXN SMILES: [CH2:25]([CH2:26][CH2:27][CH2:28][CH3:29])[NH:30][CH2:31][CH2:32][CH2:33][CH2:34][CH3:35].[CH3:1][CH:2]1[CH2:3][CH2:4][CH:5]([NH:8][C:9]([CH:10]=[CH:11][c:12]2[cH:13][c:14]([O:22][CH3:23])[c:15]([O:18][CH2:19][CH2:20][Cl:21])[cH:16][cH:17]2)=[O:24])[CH2:6][CH2:7]1.[CH3:36][C:37]([CH2:38][CH:39]([CH3:40])[CH3:41])=[O:42]>>[CH3:1][CH:2]1[CH2:3][CH2:4][CH:5]([NH:8][C:9]([CH:10]=[CH:11][c:12]2[cH:13][c:14]([O:22][CH3:23])[c:15]([O:18][CH2:19][CH2:20][N:30]([CH2:25][CH2:26][CH2:27][CH2:28][CH3:29])[CH2:31][CH2:32][CH2:33][CH2:34][CH3:35])[cH:16][cH:17]2)=[O:24])[CH2:6][CH2:7]1.